This data is from the Open Reaction Database (ORD), a public repository of structured organic reaction records. The task is: describe an organic reaction: reactants, conditions, products, and yield Starting materials: CC([O-])=S, CS(=O)(=O)OC1CN(c2nc(C(=O)N3CC(NC(=O)OCc4ccc([N+](=O)[O-])cc4)C3)cs2)C1, CN(C)C=O, [K+]. The product is CC(=O)SC1CN(c2nc(C(=O)N3CC(NC(=O)OCc4ccc([N+](=O)[O-])cc4)C3)cs2)C1. RXN SMILES: [C:35]([CH3:36])(=[S:37])[O-:38].[CH3:1][S:2]([O:3][CH:6]1[CH2:7][N:8]([c:10]2[s:11][cH:12][c:13]([C:15](=[O:16])[N:17]3[CH2:18][CH:19]([NH:21][C:22](=[O:23])[O:24][CH2:25][c:26]4[cH:27][cH:28][c:29]([N+:32](=[O:33])[O-:34])[cH:30][cH:31]4)[CH2:20]3)[n:14]2)[CH2:9]1)(=[O:4])=[O:5].[CH3:40][N:41]([CH3:42])[CH:43]=[O:44].[K+:39]>>[CH:6]1([S:37][C:35]([CH3:36])=[O:38])[CH2:7][N:8]([c:10]2[s:11][cH:12][c:13]([C:15](=[O:16])[N:17]3[CH2:18][CH:19]([NH:21][C:22](=[O:23])[O:24][CH2:25][c:26]4[cH:27][cH:28][c:29]([N+:32](=[O:33])[O-:34])[cH:30][cH:31]4)[CH2:20]3)[n:14]2)[CH2:9]1. The reactants are FC1=CC=C(C=C1)C(CCCN1CCC(=CC1)N1C(NC2=C1C=CC=C2)=O)O (1-(p-fluoro-phenyl)-4-[4-(2-oxo-1-benzimidazolinyl)-1,2,3,6-tetrahydro-1-pyridyl]-1-butanol), fine powder. The reagents and catalysts are [O-2].[O-2].[Mn+4] (manganese dioxide). Solvent: C(Cl)(Cl)Cl (chloroform). Run at time 2 hour. The product is O=C1NC2=C(N1C=1CCN(CC1)CCCC(=O)C1=CC=C(C=C1)F)C=CC=C2 (γ-[4-(2-oxo-1-benzimidazolinyl)-1,2,3,6-tetrahydro-1-pyridyl]-p-fluorobutyrophenone). RXN SMILES: [F:1][C:2]1[CH:7]=[CH:6][C:5]([CH:8]([OH:28])[CH2:9][CH2:10][CH2:11][N:12]2[CH2:17][CH:16]=[C:15]([N:18]3[C:22]4[CH:23]=[CH:24][CH:25]=[CH:26][C:21]=4[NH:20][C:19]3=[O:27])[CH2:14][CH2:13]2)=[CH:4][CH:3]=1>C(Cl)(Cl)Cl.[O-2].[O-2].[Mn+4]>[O:27]=[C:19]1[N:18]([C:15]2[CH2:16][CH2:17][N:12]([CH2:11][CH2:10][CH2:9][C:8]([C:5]3[CH:4]=[CH:3][C:2]([F:1])=[CH:7][CH:6]=3)=[O:28])[CH2:13][CH:14]=2)[C:22]2[CH:23]=[CH:24][CH:25]=[CH:26][C:21]=2[NH:20]1 |f:2.3.4|. Reported procedure: To a stirred solution of 2.0 g of 1-(p-fluoro-phenyl)-4-[4-(2-oxo-1-benzimidazolinyl)-1,2,3,6-tetrahydro-1-pyridyl]-1-butanol in 60 ml of chloroform at room temperature, was added portionwise 3.2 g of a fine powder of manganese dioxide. After completion of addition, the mixture was stirred for another 2 hours at room temperature, and the precipitate was filtered off. The filtrate was concentrated to dryness under reduced pressure, and the residue was recrystallized from dioxane containing water,... Starting materials: COc1ccc(CN(Cc2ccc(OC)cc2)c2nc(C)nc(-c3cc(C(C)N4CCN(S(C)(=O)=O)CC4C)cnc3Nc3cnc(OC)c(F)c3)n2)cc1, O=C(O)C(F)(F)F, O=S(=O)(O)C(F)(F)F. The product is COc1ncc(Nc2ncc(C(C)N3CCN(S(C)(=O)=O)CC3C)cc2-c2nc(C)nc(N)n2)cc1F. RXN SMILES: [F:1][c:2]1[cH:3][c:4]([NH:10][c:11]2[n:12][cH:13][c:14]([CH:43]([CH3:44])[N:45]3[CH:46]([CH3:55])[CH2:47][N:48]([S:51](=[O:52])(=[O:53])[CH3:54])[CH2:49][CH2:50]3)[cH:15][c:16]2-[c:17]2[n:18][c:19]([N:24]([CH2:25][c:26]3[cH:27][cH:28][c:29]([O:30][CH3:31])[cH:32][cH:33]3)[CH2:34][c:35]3[cH:36][cH:37][c:38]([O:39][CH3:40])[cH:41][cH:42]3)[n:20][c:21]([CH3:23])[n:22]2)[cH:5][n:6][c:7]1[O:8][CH3:9].[F:56][C:57]([F:58])([F:59])[C:60]([OH:61])=[O:62].[OH:63][S:64]([C:65]([F:66])([F:67])[F:68])(=[O:69])=[O:70]>>[F:1][c:2]1[cH:3][c:4]([NH:10][c:11]2[n:12][cH:13][c:14]([CH:43]([CH3:44])[N:45]3[CH:46]([CH3:55])[CH2:47][N:48]([S:51](=[O:52])(=[O:53])[CH3:54])[CH2:49][CH2:50]3)[cH:15][c:16]2-[c:17]2[n:18][c:19]([NH2:24])[n:20][c:21]([CH3:23])[n:22]2)[cH:5][n:6][c:7]1[O:8][CH3:9]. Reaction SMILES: [CH2:1]([O:8][CH2:9][CH2:10][N:11]1[C:15]2[CH:16]=[CH:17][CH:18]=[CH:19][C:14]=2[N:13]=[C:12]1[CH:20]([O:24][CH3:25])[C:21](O)=[O:22])[C:2]1[CH:7]=[CH:6][CH:5]=[CH:4][CH:3]=1.Cl.Cl.[CH2:28]([O:35][C:36](=[O:48])[NH:37][C:38]([C:40]1[CH:45]=[CH:44][C:43]([CH2:46][NH2:47])=[CH:42][CH:41]=1)=[NH:39])[C:29]1[CH:34]=[CH:33][CH:32]=[CH:31][CH:30]=1>>[CH2:28]([O:35][C:36](=[O:48])/[N:37]=[C:38](\[NH2:39])/[C:40]1[CH:41]=[CH:42][C:43]([CH2:46][NH:47][C:21](=[O:22])[CH:20]([C:12]2[N:11]([CH2:10][CH2:9][O:8][CH2:1][C:2]3[CH:3]=[CH:4][CH:5]=[CH:6][CH:7]=3)[C:15]3[CH:16]=[CH:17][CH:18]=[CH:19][C:14]=3[N:13]=2)[O:24][CH3:25])=[CH:44][CH:45]=1)[C:29]1[CH:34]=[CH:33][CH:32]=[CH:31][CH:30]=1 |f:1.2.3|. The reactants are C(C1=CC=CC=C1)OCCN1C(=NC2=C1C=CC=C2)C(C(=O)O)OC ((RS)-[1-(2-benzyloxy-ethyl)-1H-benzoimidazol-2-yl]-methoxy-acetic acid), Cl.Cl.C(C1=CC=CC=C1)OC(NC(=N)C1=CC=C(C=C1)CN)=O ([(4-aminomethyl-phenyl)-imino-methyl]-carbamic acid benzyl ester dihydrochloride). Product: C(C1=CC=CC=C1)OC(\N=C(\C1=CC=C(C=C1)CNC(C(OC)C1=NC2=C(N1CCOCC1=CC=CC=C1)C=CC=C2)=O)/N)=O ((RS)-[1-amino-1-[4-({2-[1-(2-benzyloxy-ethyl)-1H-benzoimidazol-2-yl]-2-methoxy-acetylamino}-methyl)-phenyl]-meth-(Z)-ylidene]-carbamic acid benzyl ester). Procedure: According to general procedure C, (RS)-[1-(2-benzyloxy-ethyl)-1H-benzoimidazol-2-yl]-methoxy-acetic acid was reacted with [(4-aminomethyl-phenyl)-imino-methyl]-carbamic acid benzyl ester dihydrochloride (CAS 172348-75-3) to give (RS)-[1-amino-1-[4-({2-[1-(2-benzyloxy-ethyl)-1H-benzoimidazol-2-yl]-2-methoxy-acetylamino}-methyl)-phenyl]-meth-(Z)-ylidene]-carbamic acid benzyl ester. Off-white gum. Reactants: CC=1C=CC2=C(C=C(S2)S(=O)(=O)Cl)C1 (5-methyl-benzothiophene-2-sulfonyl chloride), NC=1C=C(C=CC1)C1=NN=NN1 (5-(3-aminophenyl)tetrazole). Product: CC=1C=CC2=C(C=C(S2)S(=O)(=O)NC2=CC(=CC=C2)C2=NN=NN2)C1 (5-Methyl-N-[3-(1H-tetrazol-5-yl)phenyl]-1-benzothiophene-2-sulfonamide). Yield: 24.7%. RXN SMILES: [CH3:1][C:2]1[CH:3]=[CH:4][C:5]2[S:9][C:8]([S:10](Cl)(=[O:12])=[O:11])=[CH:7][C:6]=2[CH:14]=1.[NH2:15][C:16]1[CH:17]=[C:18]([C:22]2[NH:26][N:25]=[N:24][N:23]=2)[CH:19]=[CH:20][CH:21]=1>>[CH3:1][C:2]1[CH:3]=[CH:4][C:5]2[S:9][C:8]([S:10]([NH:15][C:16]3[CH:21]=[CH:20][CH:19]=[C:18]([C:22]4[NH:26][N:25]=[N:24][N:23]=4)[CH:17]=3)(=[O:12])=[O:11])=[CH:7][C:6]=2[CH:14]=1. Reported procedure: The product was prepared according to General Procedure 1, described in Example 1, starting from 5-methyl-benzothiophene-2-sulfonyl chloride (30 mg, 0.12 mmol) and 5-(3-aminophenyl)tetrazole (20 mg, 0.12 mmol) giving the title compound as a white solid (11 mg, 25%). 1H NMR (400 MHz, MeOH-d4) δ ppm 2.40 (s, 3 H) 7.25-7.30 (m, 1 H) 7.34-7.40 (m, 1 H) 7.45 (t, J=7.91 Hz, 1 H) 7.62-7.65 (m, 1 H) 7.68-7.74 (m, 2 H) 7.78 (s, 1 H) 7.94 (t, J=1.88 Hz, 1 H). MS (ESI+) calcd for C16 H13N5O2S2 371.051066, ... Reactants: CC(=O)O[BH-](OC(C)=O)OC(C)=O, CC(=O)O, ClCCl, O=C(CCc1ccc2c(c1)N(Cc1ccc(C(=O)N3CC=CC3)cc1)C(=O)CN(C(=O)c1ccc(Cl)cc1)C2)N1CCNCC1, O=C(O)C(F)(F)F, [Na+]. Yields the product CN1CCN(C(=O)CCc2ccc3c(c2)N(Cc2ccc(C(=O)N4CC=CC4)cc2)C(=O)CN(C(=O)c2ccc(Cl)cc2)C3)CC1, O=C(O)C(F)(F)F. RXN SMILES: [C:57]([O:58][BH-:59]([O:60][C:61](=[O:62])[CH3:63])[O:64][C:65](=[O:66])[CH3:67])(=[O:68])[CH3:69].[CH3:53][C:54](=[O:55])[OH:56].[Cl:71][CH2:72][Cl:73].[Cl:8][c:9]1[cH:10][cH:11][c:12]([C:13](=[O:14])[N:15]2[CH2:16][C:17](=[O:50])[N:18]([CH2:36][c:37]3[cH:38][cH:39][c:40]([C:43](=[O:44])[N:45]4[CH2:46][CH:47]=[CH:48][CH2:49]4)[cH:41][cH:42]3)[c:19]3[c:20]([cH:22][cH:23][c:24]([CH2:26][CH2:27][C:28]([N:29]4[CH2:30][CH2:31][NH:32][CH2:33][CH2:34]4)=[O:35])[cH:25]3)[CH2:21]2)[cH:51][cH:52]1.[F:1][C:2]([C:3](=[O:4])[OH:5])([F:6])[F:7].[Na+:70]>>[Cl:8][c:9]1[cH:10][cH:11][c:12]([C:13](=[O:14])[N:15]2[CH2:16][C:17](=[O:50])[N:18]([CH2:36][c:37]3[cH:38][cH:39][c:40]([C:43](=[O:44])[N:45]4[CH2:46][CH:47]=[CH:48][CH2:49]4)[cH:41][cH:42]3)[c:19]3[c:20]([cH:22][cH:23][c:24]([CH2:26][CH2:27][C:28]([N:29]4[CH2:30][CH2:31][N:32]([CH3:53])[CH2:33][CH2:34]4)=[O:35])[cH:25]3)[CH2:21]2)[cH:51][cH:52]1.[F:1][C:2]([C:3](=[O:4])[OH:5])([F:6])[F:7]. The reactants are COc1cc(N)ccc1Cl, Clc1nc2ccccc2s1. The product is COc1cc(Nc2nc3ccccc3s2)ccc1Cl. As a reaction SMILES: [Cl:11][c:12]1[c:13]([O:19][CH3:20])[cH:14][c:15]([NH2:16])[cH:17][cH:18]1.[Cl:1][c:2]1[s:3][c:4]2[c:5]([n:6]1)[cH:7][cH:8][cH:9][cH:10]2>>[c:2]1([NH:16][c:15]2[cH:14][c:13]([O:19][CH3:20])[c:12]([Cl:11])[cH:18][cH:17]2)[s:3][c:4]2[c:5]([n:6]1)[cH:7][cH:8][cH:9][cH:10]2. The reactants are COc1ccc(B(O)O)c(C)n1, ClCCl, O, OO. Product: COc1ccc(O)c(C)n1. As a reaction SMILES: [CH3:3][O:4][c:5]1[n:6][c:7]([CH3:14])[c:8]([B:11]([OH:12])[OH:13])[cH:9][cH:10]1.[Cl:16][CH2:17][Cl:18].[OH2:15].[OH:1][OH:2]>>[OH:1][c:8]1[c:7]([CH3:14])[n:6][c:5]([O:4][CH3:3])[cH:10][cH:9]1.